From a dataset of the Open Reaction Database (ORD), a public repository of structured organic reaction records. describe an organic reaction: reactants, conditions, products, and yield The reactants are OC(C)C1=NOC(=N1)C(=O)OCC (ethyl 3-(1-hydroxyethyl)-1,2,4-oxadiazole-5-carboxylate), CC(=O)OI1(C=2C=CC=CC2C(=O)O1)(OC(=O)C)OC(=O)C (Dess-Martin periodinane). The solvent is C(Cl)Cl (DCM). Conditions: time 16 hour. The product is C(C)(=O)C1=NOC(=N1)C(=O)OCC (Ethyl 3-acetyl-1,2,4-oxadiazole-5-carboxylate). Reaction SMILES: [OH:1][CH:2]([C:4]1[N:8]=[C:7]([C:9]([O:11][CH2:12][CH3:13])=[O:10])[O:6][N:5]=1)[CH3:3].CC(OI1(OC(C)=O)(OC(C)=O)OC(=O)C2C=CC=CC1=2)=O>C(Cl)Cl>[C:2]([C:4]1[N:8]=[C:7]([C:9]([O:11][CH2:12][CH3:13])=[O:10])[O:6][N:5]=1)(=[O:1])[CH3:3]. Procedure details: Into a flask containing ethyl 3-(1-hydroxyethyl)-1,2,4-oxadiazole-5-carboxylate (53.7 mmol, 10 g) in DCM (100 ml), Dess-Martin periodinane (80 mmol, 34.2 g) was added at 0° C. in portions and the resulting mixture was stirred at RT for 16 h. The reaction mixture was quenched with aqueous NaHCO3 solution and extracted with DCM. The organic layers were dried, filtered and evaporated. The product was purified by flash-chromatography. Yield 9.12 g. 1H-NMR (400 MHz; CDCl3): δ 1.47 (t, 3H), 2.76 (s, 3...